Task: describe an organic reaction: reactants, conditions, products, and yield. Dataset: the Open Reaction Database (ORD), a public repository of structured organic reaction records The reactants are C1CCOC1, C[N-]c1ccccc1, Cl, [Li+], O, O=C(O)c1ccccc1F. Product: CN(c1ccccc1)c1ccccc1C(=O)O. Reaction SMILES: [CH2:22]1[O:23][CH2:24][CH2:25][CH2:26]1.[CH3:11][N-:12][c:13]1[cH:14][cH:15][cH:16][cH:17][cH:18]1.[ClH:21].[Li+:19].[OH2:20].[OH:1][C:2](=[O:3])[c:4]1[cH:5][cH:6][cH:7][cH:8][c:9]1[F:10]>>[OH:1][C:2](=[O:3])[c:4]1[cH:5][cH:6][cH:7][cH:8][c:9]1[N:12]([CH3:11])[c:13]1[cH:14][cH:15][cH:16][cH:17][cH:18]1. Reactants: CoCl2.6H2O, CC(C(=NO)C)=NO (dimethylglyoxime), [BH4-].[Na+] (NaBH4), ClC=1C=C(C=C2C(NC(S2)=O)=O)C=CC1OCC1CCCCC1 (5-(3-chloro-4-(cyclohexylmethoxy)benzylidene)thiazolidine-2,4-dione), C(C)(=O)O (acetic acid). The reagents and catalysts are [OH-].[Na+] (NaOH). Run in O (water), O (water), C1CCOC1.CN(C)C=O (THF DMF). Run at temperature 0 celsius, time 20 minute. The product is ClC=1C=C(CC2C(NC(S2)=O)=O)C=CC1OCC1CCCCC1 (5-(3-chloro-4-(cyclohexylmethoxy)benzyl)thiazolidine-2,4-dione), solid. The yield is 79.0%. RXN SMILES: CC(=NO)C(C)=NO.[BH4-].[Na+].[Cl:11][C:12]1[CH:13]=[C:14]([CH:23]=[CH:24][C:25]=1[O:26][CH2:27][CH:28]1[CH2:33][CH2:32][CH2:31][CH2:30][CH2:29]1)[CH:15]=[C:16]1[S:20][C:19](=[O:21])[NH:18][C:17]1=[O:22].C(O)(=O)C>O.[OH-].[Na+].C1COCC1.CN(C=O)C>[Cl:11][C:12]1[CH:13]=[C:14]([CH:23]=[CH:24][C:25]=1[O:26][CH2:27][CH:28]1[CH2:33][CH2:32][CH2:31][CH2:30][CH2:29]1)[CH2:15][CH:16]1[S:20][C:19](=[O:21])[NH:18][C:17]1=[O:22] |f:1.2,6.7,8.9|. Procedure details: To the suspension containing CoCl2.6H2O (3.98 mg, 0.014 mmol) and dimethylglyoxime (66.13 mg, 0.57 mmol) in 10 ml of water, 4 drops of 1.0N NaOH and NaBH4 (370.06 mg, 9.62 mmol) were subsequently added. The mixture was cooled to 0° C., and 5-(3-chloro-4-(cyclohexylmethoxy)benzylidene)thiazolidine-2,4-dione (1 g, 2.83 mmol) in 15 ml of THF-DMF (2:1) was added thereto over 20 minutes. The mixture was stirred at room temperature for 18 hours, to which acetic acid was then added until the pH thereof...